This data is from the Open Reaction Database (ORD), a public repository of structured organic reaction records. The task is: describe an organic reaction: reactants, conditions, products, and yield The reactants are NC1=NC=CC(=N1)C(=O)NC(C)C1=CC=C(C=C1)OCC(F)(F)F (2-amino-N-(1-(4-(2,2,2-trifluoroethoxy)phenyl)ethyl)pyrimidine-4-carboxamide), C(C(C)C)(=O)Cl (isobutyryl chloride). Product: C(C(C)C)(=O)NC1=NC=CC(=N1)C(=O)NC(C)C1=CC=C(C=C1)OCC(F)(F)F (2-isobutyramido-N-(1-(4-(2,2,2-trifluoroethoxy)phenyl)ethyl)pyrimidine-4-carboxamide). Reaction SMILES: [NH2:1][C:2]1[N:7]=[C:6]([C:8]([NH:10][CH:11]([C:13]2[CH:18]=[CH:17][C:16]([O:19][CH2:20][C:21]([F:24])([F:23])[F:22])=[CH:15][CH:14]=2)[CH3:12])=[O:9])[CH:5]=[CH:4][N:3]=1.[C:25](Cl)(=[O:29])[CH:26]([CH3:28])[CH3:27]>>[C:25]([NH:1][C:2]1[N:7]=[C:6]([C:8]([NH:10][CH:11]([C:13]2[CH:18]=[CH:17][C:16]([O:19][CH2:20][C:21]([F:24])([F:22])[F:23])=[CH:15][CH:14]=2)[CH3:12])=[O:9])[CH:5]=[CH:4][N:3]=1)(=[O:29])[CH:26]([CH3:28])[CH3:27]. Procedure details: The title compound is prepared from 2-amino-N-(1-(4-(2,2,2-trifluoroethoxy)phenyl)ethyl)pyrimidine-4-carboxamide (15 mg, 0.04 mmol, Step-1, single enantiomer) and isobutyryl chloride (14 mg, 0.13 mmol) according to the procedure similar to that described in Step-2 of Example 8.